From a dataset of the Open Reaction Database (ORD), a public repository of structured organic reaction records. describe an organic reaction: reactants, conditions, products, and yield Starting materials: BrC=1C=C(C=CC1)C1(OCC1)C (2-(3-Bromophenyl)-2-methyloxetane), CC1(OB(OC1(C)C)C1=CC=2N(C=C1)C(=CN2)C=2C=C(C=CC2)NC(=O)NCC(F)(F)F)C (1-{3-[7-(4,4,5,5-tetramethyl-[1,3,2]dioxaborolan-2-yl)-imidazo[1,2-a]pyridin-3-yl]-phenyl}-3-(2,2,2-trifluoro-ethyl)-urea). Yields the product CC1(OCC1)C=1C=C(C=CC1)C1=CC=2N(C=C1)C(=CN2)C=2C=C(C=CC2)NC(=O)NCC(F)(F)F (1-(3-{7-[3-(2-Methyl-oxetan-2-yl)-phenyl]-imidazo[1,2-a]pyridin-3-yl}-phenyl)-3-(2,2,2-trifluoro-ethyl)-urea). As a reaction SMILES: Br[C:2]1[CH:3]=[C:4]([C:8]2([CH3:12])[CH2:11][CH2:10][O:9]2)[CH:5]=[CH:6][CH:7]=1.CC1(C)C(C)(C)OB([C:21]2[CH:26]=[CH:25][N:24]3[C:27]([C:30]4[CH:31]=[C:32]([NH:36][C:37]([NH:39][CH2:40][C:41]([F:44])([F:43])[F:42])=[O:38])[CH:33]=[CH:34][CH:35]=4)=[CH:28][N:29]=[C:23]3[CH:22]=2)O1>>[CH3:12][C:8]1([C:4]2[CH:3]=[C:2]([C:21]3[CH:26]=[CH:25][N:24]4[C:27]([C:30]5[CH:31]=[C:32]([NH:36][C:37]([NH:39][CH2:40][C:41]([F:42])([F:44])[F:43])=[O:38])[CH:33]=[CH:34][CH:35]=5)=[CH:28][N:29]=[C:23]4[CH:22]=3)[CH:7]=[CH:6][CH:5]=2)[CH2:11][CH2:10][O:9]1. Procedure: 2-(3-Bromophenyl)-2-methyloxetane may be coupled with 1-{3-[7-(4,4,5,5-tetramethyl-[1,3,2]dioxaborolan-2-yl)-imidazo[1,2-a]pyridin-3-yl]-phenyl}-3-(2,2,2-trifluoro-ethyl)-urea according to procedure E3.